Task: describe an organic reaction: reactants, conditions, products, and yield. Dataset: the Open Reaction Database (ORD), a public repository of structured organic reaction records Starting materials: C1CCOC1, O=C(O)C=Cc1cccc2ccccc12. Yields the product O=C(O)CCc1cccc2ccccc12. RXN SMILES: [O:16]1[CH2:17][CH2:18][CH2:19][CH2:20]1.[c:1]1([CH:11]=[CH:12][C:13](=[O:14])[OH:15])[cH:2][cH:3][cH:4][c:5]2[cH:6][cH:7][cH:8][cH:9][c:10]12>>[c:1]1([CH2:11][CH2:12][C:13](=[O:14])[OH:15])[cH:2][cH:3][cH:4][c:5]2[cH:6][cH:7][cH:8][cH:9][c:10]12. Starting materials: CC(=O)[O-], CO, O=C(O)c1c(F)ccc([N+](=O)[O-])c1F, [NH4+]. Yields the product Nc1c([N+](=O)[O-])ccc(F)c1C(=O)O. RXN SMILES: [CH3:16][C:17](=[O:18])[O-:19].[CH3:20][OH:21].[F:1][c:2]1[c:3]([C:4](=[O:5])[OH:6])[c:7]([F:14])[cH:8][cH:9][c:10]1[N+:11](=[O:12])[O-:13].[NH4+:15]>>[c:2]1([NH2:15])[c:3]([C:4](=[O:5])[OH:6])[c:7]([F:14])[cH:8][cH:9][c:10]1[N+:11](=[O:12])[O-:13]. The reactants are C(C1=CC=CC=C1)Br (Benzyl bromide), C([O-])([O-])=O.[K+].[K+] (potassium carbonate), C(C)(=O)OC1=C(C=C(C(=C1)C(C)(C)C)O)C(C)(C)C (2,5-di-t-butyl-4-hydroxyphenyl acetate). Solvent: CC(=O)C (acetone). Conditions: time 48 hour. Product: C(C)(=O)OC1=C(C=C(C(=C1)C(C)(C)C)OCC1=CC=CC=C1)C(C)(C)C (4-Benzyloxy-2,5-di-t-butylphenyl acetate). Yield: 68.9%. RXN SMILES: [CH2:1](Br)[C:2]1[CH:7]=[CH:6][CH:5]=[CH:4][CH:3]=1.C(=O)([O-])[O-].[K+].[K+].[C:15]([O:18][C:19]1[CH:24]=[C:23]([C:25]([CH3:28])([CH3:27])[CH3:26])[C:22]([OH:29])=[CH:21][C:20]=1[C:30]([CH3:33])([CH3:32])[CH3:31])(=[O:17])[CH3:16]>CC(C)=O>[C:15]([O:18][C:19]1[CH:24]=[C:23]([C:25]([CH3:26])([CH3:28])[CH3:27])[C:22]([O:29][CH2:1][C:2]2[CH:7]=[CH:6][CH:5]=[CH:4][CH:3]=2)=[CH:21][C:20]=1[C:30]([CH3:33])([CH3:32])[CH3:31])(=[O:17])[CH3:16] |f:1.2.3|. Procedure details: Benzyl bromide (5.17 g) and potassium carbonate (4.15 g) were added to a solution of 2,5-di-t-butyl-4-hydroxyphenyl acetate (5.3 g) in acetone (40 ml). The mixture was stirred at ambient temperature for 48 hours. The reaction mixture was partitioned between ethyl acetate and water. The ethyl acetate layer was dried over anhydrous sodium sufate and concentrated. The residue was purified by chromatography on a silica gel column using c-hexane/diisopropyl ether=10/1 as the eluant to give the title ... Starting materials: CC(C)(C)C(O)C(=O)O, [O-]Cl, [Na+], [Na], O, O, O=[Ru]=O. Product: CC(C)(C)C(=O)C(=O)O, [Na]. RXN SMILES: [CH3:1][C:2]([CH:3]([C:4](=[O:5])[OH:6])[OH:7])([CH3:8])[CH3:9].[Cl:11][O-:12].[Na+:13].[Na:10].[OH2:14].[OH2:15].[Ru:16](=[O:17])=[O:18]>>[CH3:1][C:2]([C:3]([C:4](=[O:5])[OH:6])=[O:7])([CH3:8])[CH3:9].[Na:10].